From a dataset of the Open Reaction Database (ORD), a public repository of structured organic reaction records. describe an organic reaction: reactants, conditions, products, and yield Starting materials: CC1=NSC=C1C(=O)[O-] (3-methylisothiazole-4-carboxylate), [OH-].[Na+] (NaOH), C1CCOC1.CO.O (THF MeOH-H2O), Cl (HCl). Reaction conditions: temperature 40 celsius, time 16 hour. The product is C(C)C1=NSC=C1C(=O)O (ethylisothiazole-4-carboxylic acid). RXN SMILES: [CH3:1][C:2]1[C:6]([C:7]([O-:9])=[O:8])=[CH:5][S:4][N:3]=1.[OH-].[Na+].Cl.[CH2:13]1COCC1.CO.O>>[CH2:1]([C:2]1[C:6]([C:7]([OH:9])=[O:8])=[CH:5][S:4][N:3]=1)[CH3:13] |f:1.2,4.5.6|. Procedure: To a solution of 3-methylisothiazole-4-carboxylate (G-3) (4.73 g, 30.1 mmol) in THF-MeOH-H2O (2:1:1, 50 mL), NaOH (3.61 g, 90.3 mmol) is added and the resulting mixture is stirred at 40° C. for 16 h. The mixture is allowed to cool to RT and then acidified with concentrated HCl to adjust the pH to 2-3. The precipitate is collected by filtration, rinsed with water and dried in vacuo to afford the product, 3 ethylisothiazole-4-carboxylic acid (G-4). Reactants: NC1=C(C(=NC=N1)N[C@@H](C)C1=NN2C(C(N1C1=CC=CC=C1)=O)=C(C=C2)C)I ((S)-2-(1-((6-Amino-5-iodopyrimidin-4-yl)amino)ethyl)-5-methyl-3-phenylpyrrolo[2,1-f][1,2,4]triazin-4(3H)-one), FC=1C=C(C=C(C1)O)B(O)O ((3-fluoro-5-hydroxyphenyl)boronic acid), C([O-])([O-])=O.[Na+].[Na+] (sodium carbonate). The product is NC1=C(C(=NC=N1)N[C@@H](C)C1=NN2C(C(N1C1=CC=CC=C1)=O)=C(C=C2)C)C2=CC(=CC(=C2)O)F ((S)-2-(1-((6-Amino-5-(3-fluoro-5-hydroxyphenyl)pyrimidin-4-yl)amino)ethyl)-5-methyl-3-phenylpyrrolo[2,1-f][1,2,4]triazin-4(3H)-one). Yield: 24.0%. As a reaction SMILES: [NH2:1][C:2]1[N:7]=[CH:6][N:5]=[C:4]([NH:8][C@H:9]([C:11]2[N:16]([C:17]3[CH:22]=[CH:21][CH:20]=[CH:19][CH:18]=3)[C:15](=[O:23])[C:14]3=[C:24]([CH3:27])[CH:25]=[CH:26][N:13]3[N:12]=2)[CH3:10])[C:3]=1I.[F:29][C:30]1[CH:31]=[C:32](B(O)O)[CH:33]=[C:34]([OH:36])[CH:35]=1.C(=O)([O-])[O-].[Na+].[Na+]>>[NH2:1][C:2]1[N:7]=[CH:6][N:5]=[C:4]([NH:8][C@H:9]([C:11]2[N:16]([C:17]3[CH:22]=[CH:21][CH:20]=[CH:19][CH:18]=3)[C:15](=[O:23])[C:14]3=[C:24]([CH3:27])[CH:25]=[CH:26][N:13]3[N:12]=2)[CH3:10])[C:3]=1[C:32]1[CH:33]=[C:34]([OH:36])[CH:35]=[C:30]([F:29])[CH:31]=1 |f:2.3.4|. Procedure: (S)-2-(1-((6-Amino-5-iodopyrimidin-4-yl)amino)ethyl)-5-methyl-3-phenylpyrrolo[2,1-f][1,2,4]triazin-4(3H)-one (50 mg, 0.10 mol) was treated with (3-fluoro-5-hydroxyphenyl)boronic acid (24 mg, 0.15 mmol), 1,1′-bis(diphenylphosphino)ferrocene-palladium(II)dichloride dichloromethane complex (14 mg, 0.02 mol) and sodium carbonate (2M, 231 μl, 0.46 mol) according to the method described in Example 3 to give 17 mg (35% yield) of the title compound as a white solid. Purity 100%.